This data is from the Open Reaction Database (ORD), a public repository of structured organic reaction records. The task is: describe an organic reaction: reactants, conditions, products, and yield Reactants: CO (methanol), Cl (hydrochloric acid), Cl.Cl.C(C1=CC=CC=C1)NC(=N)NC(=N)NCCCCCCCC (N1-benzyl-N5-octyl-biguanide dihydrochloride), CC(=O)C (acetone). The product is C(C)(=O)O.CC1(N=C(NC(=N1)NCC1=CC=CC=C1)NCCCCCCCC)C (3,6-Dihydro-6,6-dimethyl-4-octylamino-2-benzylamino-1,3,5-triazine acetate). RXN SMILES: C[OH:2].Cl.Cl.Cl.[CH2:6]([NH:13][C:14]([NH:16][C:17]([NH:19][CH2:20][CH2:21][CH2:22][CH2:23][CH2:24][CH2:25][CH2:26][CH3:27])=[NH:18])=[NH:15])[C:7]1[CH:12]=[CH:11][CH:10]=[CH:9][CH:8]=1.[CH3:28][C:29]([CH3:31])=[O:30]>>[C:29]([OH:2])(=[O:30])[CH3:31].[CH3:28][C:29]1([CH3:31])[N:15]=[C:14]([NH:13][CH2:6][C:7]2[CH:8]=[CH:9][CH:10]=[CH:11][CH:12]=2)[NH:16][C:17]([NH:19][CH2:20][CH2:21][CH2:22][CH2:23][CH2:24][CH2:25][CH2:26][CH3:27])=[N:18]1 |f:2.3.4,6.7|. Reported procedure: 100 ml of methanol, 100 ml of acetone and 0.4 ml of concentrated hydrochloric acid were added to 5.0 g (13.3 mmol) of N1-benzyl-N5-octyl-biguanide dihydrochloride. The mixture was refluxed for 22 hours, and the solvent was distilled off under reduced pressure. The residue was dissolved in 100 ml of ethanol, and to the solution were added 80 ml of water and 5.8 ml of 5N aqueous sodium hydroxide. The mixture was refluxed for 1.5 hours, concentrated under reduced pressure, and extracted with ethyl ... Reactants: CC(C)O, ClCCl, O=C=Nc1cccc([N+](=O)[O-])c1, CC1(C)OCc2cc(C3CN(CCCCCCOCCOCc4cccc(N)c4)C(=O)O3)ccc2O1. Reaction SMILES: [CH:49]([OH:50])([CH3:51])[CH3:52].[Cl:53][CH2:54][Cl:55].[N+:37](=[O:38])([O-:39])[c:40]1[cH:41][c:42]([N:46]=[C:47]=[O:48])[cH:43][cH:44][cH:45]1.[NH2:1][c:2]1[cH:3][c:4]([CH2:8][O:9][CH2:10][CH2:11][O:12][CH2:13][CH2:14][CH2:15][CH2:16][CH2:17][CH2:18][N:19]2[C:20](=[O:36])[O:21][CH:22]([c:24]3[cH:25][c:26]4[c:27]([cH:34][cH:35]3)[O:28][C:29]([CH3:32])([CH3:33])[O:30][CH2:31]4)[CH2:23]2)[cH:5][cH:6][cH:7]1>>[NH:1]([c:2]1[cH:3][c:4]([CH2:8][O:9][CH2:10][CH2:11][O:12][CH2:13][CH2:14][CH2:15][CH2:16][CH2:17][CH2:18][N:19]2[C:20](=[O:36])[O:21][CH:22]([c:24]3[cH:25][c:26]4[c:27]([cH:34][cH:35]3)[O:28][C:29]([CH3:32])([CH3:33])[O:30][CH2:31]4)[CH2:23]2)[cH:5][cH:6][cH:7]1)[C:47]([NH:46][c:42]1[cH:41][c:40]([N+:37](=[O:38])[O-:39])[cH:45][cH:44][cH:43]1)=[O:48]. Product: CC1(C)OCc2cc(C3CN(CCCCCCOCCOCc4cccc(NC(=O)Nc5cccc([N+](=O)[O-])c5)c4)C(=O)O3)ccc2O1. Reactants: ClC=1C=C(C=CC1)O (3-chlorophenol), [H-].[Na+] (sodium hydride), C(C)N(C(=O)Cl)CC (diethylcarbamic chloride). Solvent: O1CCCC1 (tetrahydrofuran). Run at time 1 hour. Product: C(C)N(C(OC1=CC(=CC=C1)Cl)=O)CC (3-chlorophenyl diethylcarbamate). Yield: 55.5%. Reaction SMILES: [Cl:1][C:2]1[CH:3]=[C:4]([OH:8])[CH:5]=[CH:6][CH:7]=1.[H-].[Na+].[CH2:11]([N:13]([CH2:17][CH3:18])[C:14](Cl)=[O:15])[CH3:12]>O1CCCC1>[CH2:11]([N:13]([CH2:17][CH3:18])[C:14](=[O:15])[O:8][C:4]1[CH:5]=[CH:6][CH:7]=[C:2]([Cl:1])[CH:3]=1)[CH3:12] |f:1.2|. Procedure details: To a solution of 3-chlorophenol (10 g; 78 mmol) in dry tetrahydrofuran (78 ml) under a nitrogen atmosphere was added sodium hydride (60% in oil) (6.22 g; 156 mmol) in small portions. The reaction was stirred at room temperature for 1 h and diethylcarbamic chloride (19.71 ml; 156 mmol) was slowly added and the reaction was stirred at room temperature for 21 h. The reaction was quenched with water, concentrated under reduced pressure, extracted with ethyl acetate. The combined organic layers were ...